describe an organic reaction: reactants, conditions, products, and yield From a dataset of the Open Reaction Database (ORD), a public repository of structured organic reaction records. Reactants: C1CCOC1, ClC(Cl)Cl, Cc1nc2ccnn2c(N)c1CO, O=[Mn]=O. The product is Cc1nc2ccnn2c(N)c1C=O. As a reaction SMILES: [CH2:21]1[O:22][CH2:23][CH2:24][CH2:25]1.[Cl:14][CH:15]([Cl:16])[Cl:17].[NH2:1][c:2]1[c:3]([CH2:12][OH:13])[c:4]([CH3:11])[n:5][c:6]2[n:7]1[n:8][cH:9][cH:10]2.[O:18]=[Mn:19]=[O:20]>>[NH2:1][c:2]1[c:3]([CH:12]=[O:13])[c:4]([CH3:11])[n:5][c:6]2[n:7]1[n:8][cH:9][cH:10]2. Starting materials: IC1=CC=C(C=C1)/C(=C/C(=O)OCC)/C ((E)-ethyl 3-(4-iodophenyl)-but-2-enoate), BrC=1C=C(C=C(C1)Br)B(O)O (3,5-dibromobenzene boronic acid). Yields the product BrC=1C=C(C=C(C1)Br)C1=CC=C(C=C1)/C(=C/C(=O)OCC)/C ((E)-ethyl 3-(3′,5′-dibromo-biphenyl-4-yl)-but-2-enoate). As a reaction SMILES: I[C:2]1[CH:7]=[CH:6][C:5](/[C:8](/[CH3:15])=[CH:9]/[C:10]([O:12][CH2:13][CH3:14])=[O:11])=[CH:4][CH:3]=1.[Br:16][C:17]1[CH:18]=[C:19](B(O)O)[CH:20]=[C:21]([Br:23])[CH:22]=1>>[Br:16][C:17]1[CH:18]=[C:19]([C:2]2[CH:7]=[CH:6][C:5](/[C:8](/[CH3:15])=[CH:9]/[C:10]([O:12][CH2:13][CH3:14])=[O:11])=[CH:4][CH:3]=2)[CH:20]=[C:21]([Br:23])[CH:22]=1. Reported procedure: The colourless gum (E)-ethyl 3-(3′,5′-dibromo-biphenyl-4-yl)-but-2-enoate was prepared from (E)-ethyl 3-(4-iodophenyl)-but-2-enoate (example 91a) and 3,5-dibromobenzene boronic acid by a procedure analogous to that described in example 52a. Reactants: BrC(C=O)C1=CC=CC=C1 (α-bromo-α-phenylacetaldehyde), C1(=CC=CC=C1)C1=CN=CS1 (5-phenylthiazole), BrBr (bromine), BrC(C=O)C1=CC=CC=C1 (α-bromo-α-phenylacetaldehyde), C=S (thioformaldehyde), C(C)(=S)N (thioacetamide), NC(=S)N (thiourea), C(C)NC([O-])=S (ethylthiocarbamate), C1(=CC=CC=C1)CC=O (phenylacetaldehyde). Run in CO (methanol). The product is C1(=CC=CC=C1)C1=CN=CS1 (5-phenylthiazole), CC=1SC(=CN1)C1=CC=CC=C1 (2-methyl-5-phenylthiazole), NC=1SC(=CN1)C1=CC=CC=C1 (2-amino-5-phenylthiazole), OC=1SC(=CN1)C1=CC=CC=C1 (2-hydroxy-5-phenylthiazole). As a reaction SMILES: [C:1]1([C:7]2[S:11][CH:10]=[N:9][CH:8]=2)[CH:6]=[CH:5][CH:4]=[CH:3][CH:2]=1.Br[CH:13]([C:16]1[CH:21]=[CH:20][CH:19]=[CH:18][CH:17]=1)[CH:14]=O.[C:22]1([CH2:28][CH:29]=O)[CH:27]=[CH:26][CH:25]=[CH:24][CH:23]=1.BrBr.C=S.[C:35]([NH2:38])(=[S:37])[CH3:36].[NH2:39][C:40]([NH2:42])=[S:41].[CH2:43]([NH:45][C:46](=[S:48])[O-:47])[CH3:44]>CO>[C:1]1([C:7]2[S:11][CH:10]=[N:9][CH:8]=2)[CH:2]=[CH:3][CH:4]=[CH:5][CH:6]=1.[CH3:36][C:35]1[S:37][C:13]([C:16]2[CH:21]=[CH:20][CH:19]=[CH:18][CH:17]=2)=[CH:14][N:38]=1.[NH2:42][C:40]1[S:41][C:28]([C:22]2[CH:27]=[CH:26][CH:25]=[CH:24][CH:23]=2)=[CH:29][N:39]=1.[OH:47][C:46]1[S:48][C:44]([C:1]2[CH:6]=[CH:5][CH:4]=[CH:3][CH:2]=2)=[CH:43][N:45]=1. Procedure: In synthesis of 5-phenylthiazole derivatives, the intermediate α-bromo-α-phenylacetaldehyde is first synthesized by allowing phenylacetaldehyde to react with bromine according to the method as disclosed in Helv. Chim. Acta. Vol. 30, pp.2058 (1945). As the next step, according to the method disclosed in J. Amer. Chem. Soc. Vol. 71, pp.4007 (1949), α-bromo-α-phenylacetaldehyde is allowed to react respectively with thioformaldehyde, thioacetamide, thiourea and ethylthiocarbamate at room temperature... Reactants: Cn1cc(CCNC(=O)OC(C)(C)C)c2cc(S(=O)(=O)c3ccccc3)ccc21, Cl, C1COCCO1. Product: Cn1cc(CCN)c2cc(S(=O)(=O)c3ccccc3)ccc21, Cl. Reaction SMILES: [CH3:1][n:2]1[cH:3][c:4]([CH2:20][CH2:21][NH:22][C:23](=[O:24])[O:25][C:26]([CH3:27])([CH3:28])[CH3:29])[c:5]2[cH:6][c:7]([S:11](=[O:12])(=[O:13])[c:14]3[cH:15][cH:16][cH:17][cH:18][cH:19]3)[cH:8][cH:9][c:10]12.[ClH:30].[O:31]1[CH2:32][CH2:33][O:34][CH2:35][CH2:36]1>>[CH3:1][n:2]1[cH:3][c:4]([CH2:20][CH2:21][NH2:22])[c:5]2[cH:6][c:7]([S:11](=[O:12])(=[O:13])[c:14]3[cH:15][cH:16][cH:17][cH:18][cH:19]3)[cH:8][cH:9][c:10]12.[ClH:30]. Starting materials: ClC=1C(=NC=NC1Cl)N (5,6-dichloropyrimidin-4-amine), N[C@@H]1C[C@H](CCC1)NC(OC(C)(C)C)=O (tert-butyl (trans-3-aminocyclohexyl)carbamate), O(C1=CC=CC=C1)C1=CC=C(C=C1)B(O)O ((4-phenoxyphenyl)boronic acid), C(C=C)(=O)Cl (acryloyl chloride). Yields the product NC1=C(C(=NC=N1)N[C@@H]1C[C@H](CCC1)NC(C=C)=O)C1=CC=C(C=C1)OC1=CC=CC=C1 (N-((1S,3S)-3-((6-amino-5-(4-phenoxyphenyl)pyrimidin-4-yl)amino)cyclohexyl)acrylamide). RXN SMILES: Cl[C:2]1[C:3]([NH2:9])=[N:4][CH:5]=[N:6][C:7]=1Cl.[NH2:10][C@H:11]1[CH2:16][CH2:15][CH2:14][C@H:13]([NH:17][C:18](=[O:24])OC(C)(C)C)[CH2:12]1.[O:25]([C:32]1[CH:37]=[CH:36][C:35](B(O)O)=[CH:34][CH:33]=1)[C:26]1[CH:31]=[CH:30][CH:29]=[CH:28][CH:27]=1.[C:41](Cl)(=O)[CH:42]=C>>[NH2:9][C:3]1[N:4]=[CH:5][N:6]=[C:7]([NH:10][C@H:11]2[CH2:16][CH2:15][CH2:14][C@H:13]([NH:17][C:18](=[O:24])[CH:41]=[CH2:42])[CH2:12]2)[C:2]=1[C:29]1[CH:30]=[CH:31][C:26]([O:25][C:32]2[CH:37]=[CH:36][CH:35]=[CH:34][CH:33]=2)=[CH:27][CH:28]=1. Procedure details: N-((1S,3S)-3-((6-amino-5-(4-phenoxyphenyl)pyrimidin-4-yl)amino)cyclohexyl)acrylamide was prepared from 5,6-dichloropyrimidin-4-amine, tert-butyl (trans-3-aminocyclohexyl)carbamate, (4-phenoxyphenyl)boronic acid, and acryloyl chloride using methods B, C, D, F and chiral separation. HPLC: 97%. MS: m/z=430 [M+H]+. Starting materials: NC=1C=CC(=C(C1)C(CC(=O)OC(C)(C)C)CNC(=O)OC(C)(C)C)C (tert-Butyl 3-(5-amino-2-methyl-phenyl)-4-(tert-butoxycarbonylamino)butanoate), ClCCO (2-chloroethanol), BrCCO (2-bromoethanol), C([O-])([O-])=O.[Ca+2] (calcium carbonate), [OH-].[Na+] (sodium hydroxide), [I-].[K+] (potassium iodide), 2-halogeno ethanol, C(=O)([O-])[O-].[Ca+2] (CaCO3). The solvent is O (water). Run at time 16 hour. Yields the product OCCN(C=1C=CC(=C(C1)C(CC(=O)OC(C)(C)C)CNC(=O)OC(C)(C)C)C)CCO (tert-Butyl 3-[5-(bis(2-hydroxyethyl)amino)-2-methyl-phenyl]-4-(tert-butoxycarbonylamino)butanoate). RXN SMILES: [NH2:1][C:2]1[CH:3]=[CH:4][C:5]([CH3:26])=[C:6]([CH:8]([CH2:17][NH:18][C:19]([O:21][C:22]([CH3:25])([CH3:24])[CH3:23])=[O:20])[CH2:9][C:10]([O:12][C:13]([CH3:16])([CH3:15])[CH3:14])=[O:11])[CH:7]=1.Cl[CH2:28][CH2:29][OH:30].Br[CH2:32][CH2:33][OH:34].C(=O)([O-])[O-].[Ca+2].[I-].[K+].[OH-].[Na+]>O>[OH:30][CH2:29][CH2:28][N:1]([CH2:32][CH2:33][OH:34])[C:2]1[CH:3]=[CH:4][C:5]([CH3:26])=[C:6]([CH:8]([CH2:17][NH:18][C:19]([O:21][C:22]([CH3:25])([CH3:24])[CH3:23])=[O:20])[CH2:9][C:10]([O:12][C:13]([CH3:14])([CH3:15])[CH3:16])=[O:11])[CH:7]=1 |f:3.4,5.6,7.8|. Reported procedure: Variant B: Adapting literature known protocols (Palmer, et al., J. Med. Chem. 1990, 33(1), 112-121; Coggiola, et al., Bioorg. Med. Chem. Lett., 2005, 15(15), 3551-3554; Verny et al., Cmpds Radiopharm., 1988, 25(9), 949-955; and Lin, Bioorg. Med. Chem. Lett., 2011, 21(3), 940-943), a reaction mixture of tert-butyl 3-(5-amino-2-methyl-phenyl)-4-(tert-butoxycarbonylamino)butanoate (9d) (3.65 g, 10.0 mmol) and commercial 2-chloroethanol (2.68 mL, 3.22 g, 40.0 mmol) or commercial 2-bromoethanol (2.84... Yields the product C(N)(=N)C1=CC=C(C=C1)N1C(OC(C1)CN1CCC(CC1)(CC(=O)O)C(=O)O)=O (3-(4-amidinophenyl)-5-(4-carboxy-4-carboxymethylpiperidinomethyl)oxazolidin-2-one). Reported procedure: 0.8 g of 3-(4-amidinophenyl)-5-(4-ethoxycarbonyl-4-ethoxycarbonylmethylpiperidinomethyl)-oxazolidin-2-one [obtainable accord to Ex. 9] are suspended in 60 ml of methanol, treated with 10 ml of 2N of NaOH solution and stirred at room temperature for 4 hours. After removal of the solvent, the residue is taken up in water, the pH is adjusted to 3 by addition of dilute HCl and the reaction mixture is filtered through an ion exchanger. After extraction with ethyl acetate the filtrate is dried over Mg... RXN SMILES: [C:1]([C:4]1[CH:9]=[CH:8][C:7]([N:10]2[CH2:14][CH:13]([CH2:15][N:16]3[CH2:21][CH2:20][C:19]([C:28]([O:30]CC)=[O:29])([CH2:22][C:23]([O:25]CC)=[O:24])[CH2:18][CH2:17]3)[O:12][C:11]2=[O:33])=[CH:6][CH:5]=1)(=[NH:3])[NH2:2].[OH-].[Na+]>CO>[C:1]([C:4]1[CH:9]=[CH:8][C:7]([N:10]2[CH2:14][CH:13]([CH2:15][N:16]3[CH2:21][CH2:20][C:19]([C:28]([OH:30])=[O:29])([CH2:22][C:23]([OH:25])=[O:24])[CH2:18][CH2:17]3)[O:12][C:11]2=[O:33])=[CH:6][CH:5]=1)(=[NH:2])[NH2:3] |f:1.2|. Conditions: time 4 hour. The solvent is CO (methanol). Reactants: C(N)(=N)C1=CC=C(C=C1)N1C(OC(C1)CN1CCC(CC1)(CC(=O)OCC)C(=O)OCC)=O (3-(4-amidinophenyl)-5-(4-ethoxycarbonyl-4-ethoxycarbonylmethylpiperidinomethyl)-oxazolidin-2-one), [OH-].[Na+] (NaOH). Reactants: ClC(=O)N1C2=C(NC(C3=C1C=CC=C3)=O)C=CC=N2 (11-(chlorocarbonyl)-5,11-dihydro-6H-pyrido[2,3-b][1,4]benzodiazepin-6-one), C(C)N(CC)CC1CN(CC1)CCN (2-[3-[(diethylamino)methyl]-pyrrolidin-1-yl]ethanamine), C(C)#N (acetonitrile). Yields the product C(C)N(CC)CC1CN(CCC1)CCNC(=O)N1C2=C(NC(C3=C1C=CC=C3)=O)C=CC=N2 (11-[[[2-[3-[(Diethylamino)methyl]-piperidin-1-yl]ethyl]amino]carbonyl]-5,11-dihydro-6H-pyrido[2,3-b][1,4]benzodiazepin-6-one). The yield is 32.0%. RXN SMILES: Cl[C:2]([N:4]1[C:10]2[CH:11]=[CH:12][CH:13]=[CH:14][C:9]=2[C:8](=[O:15])[NH:7][C:6]2[CH:16]=[CH:17][CH:18]=[N:19][C:5]1=2)=[O:3].[CH2:20]([N:22]([CH2:25][CH:26]1[CH2:30][CH2:29][N:28]([CH2:31][CH2:32][NH2:33])[CH2:27]1)[CH2:23][CH3:24])[CH3:21].[C:34](#N)C>>[CH2:23]([N:22]([CH2:25][CH:26]1[CH2:30][CH2:34][CH2:29][N:28]([CH2:31][CH2:32][NH:33][C:2]([N:4]2[C:10]3[CH:11]=[CH:12][CH:13]=[CH:14][C:9]=3[C:8](=[O:15])[NH:7][C:6]3[CH:16]=[CH:17][CH:18]=[N:19][C:5]2=3)=[O:3])[CH2:27]1)[CH2:20][CH3:21])[CH3:24]. Procedure details: Prepared analogously to Example 2 from 11-(chlorocarbonyl)-5,11-dihydro-6H-pyrido[2,3-b][1,4]benzodiazepin-6-one and 2-[3-[(diethylamino)methyl]-pyrrolidin-1-yl]ethanamine in a yield of 32% of theory. Colourless crystals, m.p. 184°-185° C. (acetonitrile). Reactants: [N+](=O)([O-])C=1C=CC=2NC3=CC=CC=C3C2C1 (3-nitrocarbazole), C(C=C)#N (acrylonitrile). The reagents and catalysts are [OH-].C(C1=CC=CC=C1)[N+](C)(C)C (benzyl trimethyl ammonium hydroxide). The solvent is C1=CC=CC=C1 (benzene). Conditions: temperature 50 celsius. Yields the product C(#N)CCN1C2=CC=CC=C2C=2C=C(C=CC12)[N+](=O)[O-] (9-(β-cyanoethyl)-3-nitrocarbazole). RXN SMILES: [N+:1]([C:4]1[CH:5]=[CH:6][C:7]2[NH:8][C:9]3[C:14]([C:15]=2[CH:16]=1)=[CH:13][CH:12]=[CH:11][CH:10]=3)([O-:3])=[O:2].[C:17](#[N:20])[CH:18]=[CH2:19]>C1C=CC=CC=1.[OH-].C([N+](C)(C)C)C1C=CC=CC=1>[C:17]([CH2:18][CH2:19][N:8]1[C:7]2[CH:6]=[CH:5][C:4]([N+:1]([O-:3])=[O:2])=[CH:16][C:15]=2[C:14]2[C:9]1=[CH:10][CH:11]=[CH:12][CH:13]=2)#[N:20] |f:3.4|. Procedure details: 21.2 g (0.1 mol) 3-nitrocarbazole were suspended in 250 ml benzene in a three-necked flask equipped with stirrer, condenser and thermometer and present in an oil-bath, then mixed with 50 ml acrylonitrile, heated to 50°C and, after the addition of two drops of benzyl trimethyl ammonium hydroxide, reacted for two hours at 70°C, while stirring. After evaporation of the reaction mixture and recrystallization of the residue from aqueous acetone, there were obtained 22 g 9-(β-cyanoethyl)-3-nitrocarbaz...